From a dataset of the Open Reaction Database (ORD), a public repository of structured organic reaction records. describe an organic reaction: reactants, conditions, products, and yield The reactants are Cl (Hydrochloric acid), CC=1N(C(C(=NC1)NCCC=1C=C(COCCNC(OC(C)(C)C)=O)C=CC1)=O)CC(=O)NCC=1C=C2C(=CNC2=CC1)C (tert-butyl 2-{[3-(2-{[5-methyl-4-(2-{[(3-methyl-1H-indol-5-yl)methyl]amino}-2-oxoethyl)-3-oxo-3,4-dihydro-2-pyrazinyl]amino}ethyl)benzyl]oxy}ethylcarbamate), [OH-].[Na+] (NaOH). The solvent is CO (methanol). Product: N (ammonia), NCCOCC=1C=C(CCNC=2C(N(C(=CN2)C)CC(=O)NCC=2C=C3C(=CNC3=CC2)C)=O)C=CC1 (2-[3-({3-[(2-Aminoethoxy)methyl]phenethyl}amino)-6-methyl-2-oxo-1(2H)-pyrazinyl]-N-[(3-methyl-1H-indol-5-yl)methyl]acetamide). Isolated yield 110.5%. RXN SMILES: Cl.[CH3:2][C:3]1[N:4]([CH2:31][C:32]([NH:34][CH2:35][C:36]2[CH:37]=[C:38]3[C:42](=[CH:43][CH:44]=2)[NH:41][CH:40]=[C:39]3[CH3:45])=[O:33])[C:5](=[O:30])[C:6]([NH:9][CH2:10][CH2:11][C:12]2[CH:13]=[C:14]([CH:27]=[CH:28][CH:29]=2)[CH2:15][O:16][CH2:17][CH2:18][NH:19]C(=O)OC(C)(C)C)=[N:7][CH:8]=1.[OH-].[Na+]>CO>[NH3:4].[NH2:19][CH2:18][CH2:17][O:16][CH2:15][C:14]1[CH:13]=[C:12]([CH:29]=[CH:28][CH:27]=1)[CH2:11][CH2:10][NH:9][C:6]1[C:5](=[O:30])[N:4]([CH2:31][C:32]([NH:34][CH2:35][C:36]2[CH:37]=[C:38]3[C:42](=[CH:43][CH:44]=2)[NH:41][CH:40]=[C:39]3[CH3:45])=[O:33])[C:3]([CH3:2])=[CH:8][N:7]=1 |f:2.3|. Procedure: Hydrochloric acid (10 ml, 6N, 60.0 mmol) was added to a solution of tert-butyl 2-{[3-(2-{[5-methyl-4-(2-{[(3-methyl-1H-indol-5-yl)methyl]amino}-2-oxoethyl)-3-oxo-3,4-dihydro-2-pyrazinyl]amino}ethyl)benzyl]oxy}ethylcarbamate (preparation 108) (220 mg, 0.36 mmol) in methanol (10 ml), and the reaction stirred for an hour at room temperature. The mixture was basified using NaOH (1N) solution, and the mixture extracted with ethyl acetate (2×), and dichloromethane (1×). The combined organic extracts w... Starting materials: C1(=C(C=CC=C1)NCCCC(=O)OCC)C1=CC=CC=C1 (ethyl 4-(biphenyl-2-yl)aminobutyrate), C(C)N(C(C)C)C(C)C (ethyldiisopropylamine), FC(C=1C=C(C(=O)Cl)C=CC1)(F)F (m-trifluoromethylbenzoyl chloride). Run in C1=CC=CC=C1 (benzene). Yields the product C(C)OC(CCCN(C(C1=CC(=CC=C1)C(F)(F)F)=O)C1=C(C=CC=C1)C1=CC=CC=C1)=O (ethyl-4-[m-trifluoromethyl-N-(biphenyl-2-yl)benzamido]-butyrate). Isolated yield 84.4%. As a reaction SMILES: [C:1]1([C:16]2[CH:21]=[CH:20][CH:19]=[CH:18][CH:17]=2)[CH:6]=[CH:5][CH:4]=[CH:3][C:2]=1[NH:7][CH2:8][CH2:9][CH2:10][C:11]([O:13][CH2:14][CH3:15])=[O:12].C(N(C(C)C)C(C)C)C.[F:31][C:32]([F:43])([F:42])[C:33]1[CH:34]=[C:35]([CH:39]=[CH:40][CH:41]=1)[C:36](Cl)=[O:37]>C1C=CC=CC=1>[CH2:14]([O:13][C:11](=[O:12])[CH2:10][CH2:9][CH2:8][N:7]([C:2]1[CH:3]=[CH:4][CH:5]=[CH:6][C:1]=1[C:16]1[CH:21]=[CH:20][CH:19]=[CH:18][CH:17]=1)[C:36](=[O:37])[C:35]1[CH:39]=[CH:40][CH:41]=[C:33]([C:32]([F:31])([F:42])[F:43])[CH:34]=1)[CH3:15]. Procedure: Analogously to Example 47b, 11.8 g of ethyl 4-(biphenyl-2-yl)aminobutyrate and 5.4 g of ethyldiisopropylamine are reacted in 70 ml of benzene with 8.7 g of m-trifluoromethylbenzoyl chloride. The reaction product is recrystallized from a mixture of isopropyl alcohol and water (1:1) to obtain 16.0 g (84.4% of theory) of ethyl-4-[m-trifluoromethyl-N-(biphenyl-2-yl)benzamido]-butyrate, MP 65° to 67°.